Dataset: the Open Reaction Database (ORD), a public repository of structured organic reaction records. Task: describe an organic reaction: reactants, conditions, products, and yield Solvent: O (water), CS(=O)C (dimethyl sulfoxide). Procedure details: To a dimethyl sulfoxide solution (25 ml) of sodium 1,2,4-triazole, generated from 3.2 g (0.046 m) of 1H-1,2,4-triazole and 1.85 g (0.046 m) of sodium hydroxide, is added 2-cyano-2-(2,4-dichlorophenyl) hexyl bromide dropwise at 110°. The whole is stirred at 110° for 11/2 hours. The reaction mixture is poured into 400 ml of water and extracted with ether. The combined ether extracts are washed with water and dried over MgSO4. Drying agent was filtered and to the filtrate is added conc. nitric acid... RXN SMILES: [NH:1]1[CH:5]=[N:4][CH:3]=[N:2]1.[Na].N1C=NC=N1.[OH-].[Na+].[C:14]([C:16]([C:23]1[CH:28]=[CH:27][C:26]([Cl:29])=[CH:25][C:24]=1[Cl:30])([CH2:19][CH2:20][CH2:21][CH3:22])[CH2:17]Br)#[N:15]>O.CS(C)=O>[C:14]([C:16]([C:23]1[CH:28]=[CH:27][C:26]([Cl:29])=[CH:25][C:24]=1[Cl:30])([CH2:19][CH2:20][CH2:21][CH3:22])[CH2:17][N:1]1[CH:5]=[N:4][CH:3]=[N:2]1)#[N:15] |f:0.1,3.4,^1:5|. The product is C(#N)C(CN1N=CN=C1)(CCCC)C1=C(C=C(C=C1)Cl)Cl (1-[2-Cyano-2-(2,4-dichlorophenyl)hexyl]-1,2,4-triazole). Reaction conditions: time 2 hour. Starting materials: N1N=CN=C1.[Na] (sodium 1,2,4-triazole), C(#N)C(CBr)(CCCC)C1=C(C=C(C=C1)Cl)Cl (2-cyano-2-(2,4-dichlorophenyl) hexyl bromide), N1N=CN=C1 (1H-1,2,4-triazole), [OH-].[Na+] (sodium hydroxide). Starting materials: Intermediate 25, CN1C=NC=C1C(O)C1=NC=CC=C1 ((1-methyl-1H-imidazol-5-yl)(pyridin-2-yl)methanol), CN(C1=CC=C(C=C1)C(O)C=1C=NC=CC1)C ((4-(dimethylamino)phenyl)(pyridin-3-yl)methanol), Intermediate 28. Yields the product CN(C1=CC=C(C=C1)C(=O)C=1C=NC=CC1)C ((4-(Dimethylamino)phenyl)(pyridin-3-yl)methanone). RXN SMILES: [CH3:1][N:2]([CH3:17])[C:3]1[CH:8]=[CH:7][C:6]([CH:9]([C:11]2[CH:12]=[N:13][CH:14]=[CH:15][CH:16]=2)[OH:10])=[CH:5][CH:4]=1.CN1C(C(C2C=CC=CN=2)O)=CN=C1>>[CH3:1][N:2]([CH3:17])[C:3]1[CH:4]=[CH:5][C:6]([C:9]([C:11]2[CH:12]=[N:13][CH:14]=[CH:15][CH:16]=2)=[O:10])=[CH:7][CH:8]=1. Procedure details: The title compound was prepared analogously to the method in Intermediate 25: step b using (4-(dimethylamino)phenyl)(pyridin-3-yl)methanol (Intermediate 28: step a) in place of (1-methyl-1H-imidazol-5-yl)(pyridin-2-yl)methanol.